From a dataset of the Open Reaction Database (ORD), a public repository of structured organic reaction records. describe an organic reaction: reactants, conditions, products, and yield Reactants: N#CC1CCCC(OC(=O)c2ccccc2)C1, CO. Yields the product N#CC1CCCC(O)C1. RXN SMILES: [C:1](#[N:2])[CH:3]1[CH2:4][CH:5]([O:9][C:10](=[O:11])[c:12]2[cH:13][cH:14][cH:15][cH:16][cH:17]2)[CH2:6][CH2:7][CH2:8]1.[CH3:18][OH:19]>>[C:1](#[N:2])[CH:3]1[CH2:4][CH:5]([OH:9])[CH2:6][CH2:7][CH2:8]1. The reactants are OC(C(Cl)(Cl)Cl)NC(C1=CN=CC=C1)=O (N-(1-hydroxy-2,2,2-trichloroethyl)nicotinamide), COCCN (2-methoxyethylamine), C([O-])(O)=O.[Na+] (sodium bicarbonate), S(=O)(Cl)Cl (thionyl chloride), ClC(C(Cl)(Cl)Cl)NC(C1=CN=CC=C1)=O (N-(1,2,2,2-tetrachloroethyl)nicotinamide). The solvent is C1=CC=CC=C1 (benzene), C(C)N(CC)CC (triethylamine). Conditions: time 8 hour. Product: COCCNC(C(Cl)(Cl)Cl)NC(C1=CN=CC=C1)=O (N-(2-methoxyethylamino-2,2,2-trichloroethyl)nicotinamide). The yield is 41.3%. Reaction SMILES: O[CH:2]([NH:7][C:8](=[O:15])[C:9]1[CH:14]=[CH:13][CH:12]=[N:11][CH:10]=1)[C:3]([Cl:6])([Cl:5])[Cl:4].S(Cl)(Cl)=O.ClC(NC(=O)C1C=CC=NC=1)C(Cl)(Cl)Cl.[CH3:35][O:36][CH2:37][CH2:38][NH2:39].C(=O)(O)[O-].[Na+]>C(N(CC)CC)C.C1C=CC=CC=1>[CH3:35][O:36][CH2:37][CH2:38][NH:39][CH:2]([NH:7][C:8](=[O:15])[C:9]1[CH:14]=[CH:13][CH:12]=[N:11][CH:10]=1)[C:3]([Cl:6])([Cl:5])[Cl:4] |f:4.5|. Procedure details: 150 ml of benzene was added to 5.0 g of N-(1-hydroxy-2,2,2-trichloroethyl)nicotinamide. 2.6 g of thionyl chloride was added dropwise to the mixture under stirring and the obtained mixture was heated under stirring at 60° to 80° C. for about 5 h to complete the production of N-(1,2,2,2-tetrachloroethyl)nicotinamide. The reaction solution was cooled to a temperature of 30° C. or below. 1.4 g of 2-methoxyethylamine was added thereto and then 3.7 g of triethylamine was added dropwise to the liquid m... Starting materials: N1=CN=CC(=C1)C(=O)OCC (ethyl pyrimidine-5-carboxylate), [OH-].[NH4+] (ammonium hydroxide). Run in CO (methanol). Conditions: time 2 hour. The product is N1=CN=CC(=C1)C(=O)N (Pyrimidine-5-carboxamide). RXN SMILES: [N:1]1[CH:6]=[C:5]([C:7]([O:9]CC)=O)[CH:4]=[N:3][CH:2]=1.[OH-].[NH4+:13]>CO>[N:1]1[CH:6]=[C:5]([C:7]([NH2:13])=[O:9])[CH:4]=[N:3][CH:2]=1 |f:1.2|. Procedure: A solution of ethyl pyrimidine-5-carboxylate (6.10 g, 40.0 mmol) in methanol (40 mL) was stirred with ammonium hydroxide (4.30 mL, 110 mmol) in a sealed tube at 50° C. for 10 hours. The reaction mixture was then concentrated and the residue was stirred in ethanol/ethyl acetate (v/v 1/4, 50 mL) at ambient temperature for 2 hours. The white precipitate was collected by filtration and dried to give the titled compound. 1H NMR (300 MHz, DMSO-d6) δ 7.85 [s (broad), 1 H], 8.33 [s (broad), 1 H], 9.18 (... RXN SMILES: [O:1]1[CH:5]=[CH:4][C:3]2[C:6]([O:10][CH2:11][CH:12]3[O:14][CH2:13]3)=[CH:7][CH:8]=[CH:9][C:2]1=2.Cl.C([NH:23][CH2:24][CH2:25][C:26]([NH:28][CH2:29][C:30]1[CH:35]=[CH:34][CH:33]=[CH:32][CH:31]=1)=[O:27])C1C=CC=CC=1.C(=O)([O-])O.[Na+].O>C(O)(C)C>[O:1]1[CH:5]=[CH:4][C:3]2[C:6]([O:10][CH2:11][CH:12]([OH:14])[CH2:13][NH:23][CH2:24][CH2:25][C:26](=[O:27])[NH:28][CH2:29][C:30]3[CH:35]=[CH:34][CH:33]=[CH:32][CH:31]=3)=[CH:7][CH:8]=[CH:9][C:2]1=2 |f:1.2,3.4|. Starting materials: O1C2=C(C=C1)C(=CC=C2)OCC2CO2 (1-(benzo[b]furan-4-yloxy)-2,3-epoxypropane), Cl.C(C1=CC=CC=C1)NCCC(=O)NCC1=CC=CC=C1 (β-benzylamino-N-benzylpropionamide hydrochloride), C(O)([O-])=O.[Na+] (sodium hydrogen carbonate), O (water). Product: O1C2=C(C=C1)C(=CC=C2)OCC(CNCCC(NCC2=CC=CC=C2)=O)O (1-(benzo[b]furan-4-yloxy)-3-β-(N-benzylcarbamoyl)ethylamino-2-propanol). Reported procedure: In a similar manner to that described above but using a mixture of 1-(benzo[b]furan-4-yloxy)-2,3-epoxypropane (1.9 g.), β-benzylamino-N-benzylpropionamide hydrochloride (3.05 g.), sodium hydrogen carbonate (0.84 g.), water (5 ml.) and isopropanol (40 ml.) there is obtained 1-(benzo[b]furan-4-yloxy)-3-β-(N-benzylcarbamoyl)ethylamino-2-propanol, m.p. 109°-110° C. The β-benzylamino-N-benzylpropionamide hydrochloride used as starting material may also be prepared in the manner described above, m.p. ... The solvent is C(C)(C)O (isopropanol). Starting materials: COc1ccc(C(C)C)cc1-c1ccc(OCc2ccccc2)cc1CCl, CN(C)C=O, CCOC(C)=O, [Cl-], FC(F)(F)c1cc(CNc2ncc(Br)cn2)cc(C(F)(F)F)c1, [H-], [NH4+], [Na+]. Product: COc1ccc(C(C)C)cc1-c1ccc(OCc2ccccc2)cc1CN(Cc1cc(C(F)(F)F)cc(C(F)(F)F)c1)c1ncc(Br)cn1. RXN SMILES: [CH2:24]([c:25]1[cH:26][cH:27][cH:28][cH:29][cH:30]1)[O:31][c:32]1[cH:33][c:34]([CH2:49][Cl:50])[c:35](-[c:38]2[c:39]([O:47][CH3:48])[cH:40][cH:41][c:42]([CH:44]([CH3:45])[CH3:46])[cH:43]2)[cH:36][cH:37]1.[CH3:55][N:56]([CH3:57])[CH:58]=[O:59].[CH3:60][CH2:61][O:62][C:63](=[O:64])[CH3:65].[Cl-:53].[F:1][C:2]([c:3]1[cH:4][c:5]([CH2:6][NH:7][c:8]2[n:9][cH:10][c:11]([Br:14])[cH:12][n:13]2)[cH:15][c:16]([C:18]([F:19])([F:20])[F:21])[cH:17]1)([F:22])[F:23].[H-:51].[NH4+:54].[Na+:52]>>[F:1][C:2]([c:3]1[cH:4][c:5]([CH2:6][N:7]([c:8]2[n:9][cH:10][c:11]([Br:14])[cH:12][n:13]2)[CH2:49][c:34]2[cH:33][c:32]([O:31][CH2:24][c:25]3[cH:26][cH:27][cH:28][cH:29][cH:30]3)[cH:37][cH:36][c:35]2-[c:38]2[c:39]([O:47][CH3:48])[cH:40][cH:41][c:42]([CH:44]([CH3:45])[CH3:46])[cH:43]2)[cH:15][c:16]([C:18]([F:19])([F:20])[F:21])[cH:17]1)([F:22])[F:23]. Starting materials: BrC1=CC=C2CCC(C2=C1)=O (6-bromo-indan-1-one), BrCCC1=C(C=CC=C1)CCBr (1,2-bis(2-bromoethyl)-benzene), [H-].[Na+] (NaH). Run in C1CCOC1 (THF). The product is BrC1=CC=C2CC3(C(C2=C1)=O)CCC1=C(CC3)C=CC=C1 (6′-bromo-5,6,8,9-tetrahydrospiro[benzo[7]annulene-7,2′-inden]-1′(3′H)-one). RXN SMILES: [Br:1][C:2]1[CH:10]=[C:9]2[C:5]([CH2:6][CH2:7][C:8]2=[O:11])=[CH:4][CH:3]=1.Br[CH2:13][CH2:14][C:15]1[CH:20]=[CH:19][CH:18]=[CH:17][C:16]=1[CH2:21][CH2:22]Br.[H-].[Na+]>C1COCC1>[Br:1][C:2]1[CH:10]=[C:9]2[C:5]([CH2:6][C:7]3([CH2:22][CH2:21][C:16]4[CH:17]=[CH:18][CH:19]=[CH:20][C:15]=4[CH2:14][CH2:13]3)[C:8]2=[O:11])=[CH:4][CH:3]=1 |f:2.3|. Procedure: A mixture of 6-bromo-indan-1-one (300 mg, 1.43 mmol), 1,2-bis(2-bromoethyl)-benzene (414.3 mg, 1.43 mmol) in THF (10 mL) was added NaH (114 mg, 2.86 mmol) at room temperature, the mixture was refluxed for 2 hours. The mixture was quenched with water, concentrated, then extracted with DCM, washed with brine, dried over Na2SO4, concentrated to 6′-bromo-5,6,8,9-tetrahydrospiro[benzo[7]annulene-7,2′-inden]-1′(3′H)-one (20 mg, 5%). Starting materials: resultant solution, aqueous solution, [OH-].[Na+] (sodium hydroxide), resultant solution, [Mn](=O)(=O)(=O)[O-].[K+] (potassium permanganate), Cl (hydrochloric acid), [C@H]12[C@@H](O)C=C[C@H](O1)CO2 (1,6-anhydro-3,4-dideoxy-β-D-threo-hex-3-enopyranose), O (water). The product is [C@H]12[C@@H](O)[C@H](O)[C@H](O)[C@H](O1)CO2 (1,6-anhydro-β-D-altropyranose). As a reaction SMILES: [C@@H:1]12[O:9][CH2:8][C@@H:6]([O:7]1)[CH:5]=[CH:4][C@@H:2]2[OH:3].[OH-:10].[Na+].[Mn]([O-])(=O)(=O)=O.[K+].Cl.[OH2:19]>>[C@@H:1]12[O:9][CH2:8][C@@H:6]([O:7]1)[C@@H:5]([OH:19])[C@@H:4]([OH:10])[C@@H:2]2[OH:3] |f:1.2,3.4|. Procedure: 128 mg (1.00 mmol ) of the compound (2) obtained in step a) of Example 1 was dissolved in 2.0 ml of water, followed by adding 16.0 ml of a 0.6% aqueous solution of sodium hydroxide to the resultant solution. Further, 190 mg (1.20 mmol) of potassium permanganate was added bit by bit to the solution while stirring the solution at room temperature. The resultant solution was kept stirred at room temperature for 20 minutes, followed by adding dropwise bit by bit a 1N hydrochloric acid to the solutio... The reactants are O1CCC(CC1)OC=1C2=C(N=CN1)C=CC(=N2)C2=CN=CC(=N2)N (6-(4-(tetrahydro-2H-pyran-4-yloxy)pyrido[3,2-d]pyrimidin-6-yl)pyrazin-2-amine), C1(=CC=CC=C1)S(=O)(=O)Cl (benzenesulfonyl chloride). Run in C(Cl)Cl (DCM), N1=CC=CC=C1 (pyridine). Reaction conditions: time 6 hour. Product: O1CCC(CC1)OC=1C2=C(N=CN1)C=CC(=N2)C2=CN=CC(=N2)NS(=O)(=O)C2=CC=CC=C2 (N-(6-(4-(tetrahydro-2H-pyran-4-yloxy)pyrido[3,2-d]pyrimidin-6-yl)pyrazin-2-yl)benzenesulfonamide). Yield: 14.0%. As a reaction SMILES: [O:1]1[CH2:6][CH2:5][CH:4]([O:7][C:8]2[C:9]3[N:17]=[C:16]([C:18]4[N:23]=[C:22]([NH2:24])[CH:21]=[N:20][CH:19]=4)[CH:15]=[CH:14][C:10]=3[N:11]=[CH:12][N:13]=2)[CH2:3][CH2:2]1.[C:25]1([S:31](Cl)(=[O:33])=[O:32])[CH:30]=[CH:29][CH:28]=[CH:27][CH:26]=1>N1C=CC=CC=1.C(Cl)Cl>[O:1]1[CH2:2][CH2:3][CH:4]([O:7][C:8]2[C:9]3[N:17]=[C:16]([C:18]4[N:23]=[C:22]([NH:24][S:31]([C:25]5[CH:30]=[CH:29][CH:28]=[CH:27][CH:26]=5)(=[O:33])=[O:32])[CH:21]=[N:20][CH:19]=4)[CH:15]=[CH:14][C:10]=3[N:11]=[CH:12][N:13]=2)[CH2:5][CH2:6]1. Procedure: To a solution of 6-(4-(tetrahydro-2H-pyran-4-yloxy)pyrido[3,2-d]pyrimidin-6-yl)-2-(N,N-bis(boc-amino))pyrazine (Intermediate 10) (0.845 g, 1.61 mmol) in DCM (8.05 ml) was slowly added TFA (2.48 ml, 32.2 mmol) at 0° C. After stirring for 4 hours at room temperature, the reaction mixture was quenched with 1N NaOH, and extracted with DCM. The organic layers were dried over MgSO4, filtered and concentrated in vacuo to give 6-(4-(tetrahydro-2H-pyran-4-yloxy)pyrido[3,2-d]pyrimidin-6-yl)pyrazin-2-amine... Starting materials: C(C1=CC=CC=C1)OC([C@H]1N(CCC1)C(CCCCCCC)=O)=O (N-octanoyl-L-proline benzyl ester), CO (methanol). Reagents/catalysts: [Pd] (Pd-C). The solvent is O (water). Run at time 1.5 hour. Product: C(CCCCCCC)(=O)N1[C@H](C(=O)O)CCC1 (N-Octanoyl-L-proline). Isolated yield 99.1%. Reaction SMILES: C([O:8][C:9](=[O:24])[C@@H:10]1[CH2:14][CH2:13][CH2:12][N:11]1[C:15](=[O:23])[CH2:16][CH2:17][CH2:18][CH2:19][CH2:20][CH2:21][CH3:22])C1C=CC=CC=1.CO>O.[Pd]>[C:15]([N:11]1[CH2:12][CH2:13][CH2:14][C@H:10]1[C:9]([OH:24])=[O:8])(=[O:23])[CH2:16][CH2:17][CH2:18][CH2:19][CH2:20][CH2:21][CH3:22]. Reported procedure: To a solution of N-octanoyl-L-proline benzyl ester (7.04 g) in 1% water-containing methanol (70 ml) was added 10% Pd-C (0.71 g), and the mixutre was stirred under hydrogen atmosphere at room temperature for 1.5 hours. After the catalyst was filtered off, the filtrate was concentrated to give 5.08 g of the title compound.